This data is from the Open Reaction Database (ORD), a public repository of structured organic reaction records. The task is: describe an organic reaction: reactants, conditions, products, and yield Starting materials: C(=O)([O-])[O-].[K+].[K+] (K2CO3), C(C)OC(=O)C1=C(C=CC=C1)B(O)O ((2-ethoxycarbonylphenyl)boronic acid), CCOC(=O)C.CCCCCC (EtOAc Hexane), C(C1=CC=CC=C1)(C1=CC=CC=C1)OC=1C2=C(C(=C3C=CC=NC13)OS(=O)(=O)C(F)(F)F)CN(C2=O)CC2=CC=C(C=C2)F (trifluoro-methanesulfonic acid 9-benzhydryloxy-7-(4-fluoro-benzyl)-8-oxo-7,8-dihydro-6H-pyrrolo[3,4-g]quinolin-5-yl ester). The reagents and catalysts are [Pd].C1(=CC=CC=C1)P(C1=CC=CC=C1)C1=CC=CC=C1.C1(=CC=CC=C1)P(C1=CC=CC=C1)C1=CC=CC=C1.C1(=CC=CC=C1)P(C1=CC=CC=C1)C1=CC=CC=C1.C1(=CC=CC=C1)P(C1=CC=CC=C1)C1=CC=CC=C1 (tetrakis-(triphenylphosphine)-palladium(0)). Solvent: CCOC(=O)C (EtOAc), C1(=CC=CC=C1)C (toluene), C(C)O (ethanol), O (water). Reaction conditions: temperature 120 celsius. Yields the product C(C)OC(C1=C(C=CC=C1)C1=C2C=CC=NC2=C(C2=C1CN(C2=O)CC2=CC=C(C=C2)F)OC(C2=CC=CC=C2)C2=CC=CC=C2)=O (2-[9-benzhydryloxy-7-(4-fluoro-benzyl)-8-oxo-7,8-dihydro-6H-pyrrolo[3,4-g]quinolin-5-yl]-benzoic acid ethyl ester). RXN SMILES: [CH:1]([O:14][C:15]1[C:16]2[C:35](=[O:36])[N:34]([CH2:37][C:38]3[CH:43]=[CH:42][C:41]([F:44])=[CH:40][CH:39]=3)[CH2:33][C:17]=2[C:18](OS(C(F)(F)F)(=O)=O)=[C:19]2[C:24]=1[N:23]=[CH:22][CH:21]=[CH:20]2)([C:8]1[CH:13]=[CH:12][CH:11]=[CH:10][CH:9]=1)[C:2]1[CH:7]=[CH:6][CH:5]=[CH:4][CH:3]=1.C([O-])([O-])=O.[K+].[K+].[CH2:51]([O:53][C:54]([C:56]1[CH:61]=[CH:60][CH:59]=[CH:58][C:57]=1B(O)O)=[O:55])[CH3:52].CCOC(C)=O.CCCCCC>C1(C)C=CC=CC=1.C(O)C.O.CCOC(C)=O.[Pd].C1(P(C2C=CC=CC=2)C2C=CC=CC=2)C=CC=CC=1.C1(P(C2C=CC=CC=2)C2C=CC=CC=2)C=CC=CC=1.C1(P(C2C=CC=CC=2)C2C=CC=CC=2)C=CC=CC=1.C1(P(C2C=CC=CC=2)C2C=CC=CC=2)C=CC=CC=1>[CH2:51]([O:53][C:54](=[O:55])[C:56]1[CH:61]=[CH:60][CH:59]=[CH:58][C:57]=1[C:18]1[C:17]2[CH2:33][N:34]([CH2:37][C:38]3[CH:43]=[CH:42][C:41]([F:44])=[CH:40][CH:39]=3)[C:35](=[O:36])[C:16]=2[C:15]([O:14][CH:1]([C:8]2[CH:9]=[CH:10][CH:11]=[CH:12][CH:13]=2)[C:2]2[CH:7]=[CH:6][CH:5]=[CH:4][CH:3]=2)=[C:24]2[C:19]=1[CH:20]=[CH:21][CH:22]=[N:23]2)[CH3:52] |f:1.2.3,5.6,11.12.13.14.15|. Procedure: To a solution of trifluoro-methanesulfonic acid 9-benzhydryloxy-7-(4-fluoro-benzyl)-8-oxo-7,8-dihydro-6H-pyrrolo[3,4-g]quinolin-5-yl ester 46 (33.5 mg, 0.05 mmol) dissolved in toluene (3 mL)/ethanol (0.6 mL)/water (0.4 mL) was added K2CO3 (22 mg, 0.15 mmol), (2-ethoxycarbonylphenyl)boronic acid (22 mg, 0.10 mmol) and tetrakis-(triphenylphosphine)-palladium(0)(12.5 mg, 0.01 mmol). The reaction mixture in the flask was flashed with argon three times. It was then heated to 120° C. under argon 3 hou...